From a dataset of the Open Reaction Database (ORD), a public repository of structured organic reaction records. describe an organic reaction: reactants, conditions, products, and yield Starting materials: OC(=S)c1ccccc1, C=CCOC(=O)N1CC(OS(C)(=O)=O)CC1CCn1cnc(CC(N)=O)c1, CC(C)(C)[O-], [K+]. The product is C=CCOC(=O)N1CC(SC(=O)c2ccccc2)CC1CCn1cnc(CC(N)=O)c1. RXN SMILES: [C:28]([c:29]1[cH:30][cH:31][cH:32][cH:33][cH:34]1)(=[S:35])[OH:36].[CH2:1]([CH:2]=[CH2:3])[O:4][C:5](=[O:6])[N:7]1[CH:8]([CH2:17][CH2:18][n:19]2[cH:20][n:21][c:22]([CH2:24][C:25]([NH2:26])=[O:27])[cH:23]2)[CH2:9][CH:10]([O:12][S:13]([CH3:14])(=[O:15])=[O:16])[CH2:11]1.[CH3:37][C:38]([CH3:39])([O-:40])[CH3:41].[K+:42]>>[CH2:1]([CH:2]=[CH2:3])[O:4][C:5](=[O:6])[N:7]1[CH:8]([CH2:17][CH2:18][n:19]2[cH:20][n:21][c:22]([CH2:24][C:25]([NH2:26])=[O:27])[cH:23]2)[CH2:9][CH:10]([S:35][C:28]([c:29]2[cH:30][cH:31][cH:32][cH:33][cH:34]2)=[O:36])[CH2:11]1.